Dataset: the Open Reaction Database (ORD), a public repository of structured organic reaction records. Task: describe an organic reaction: reactants, conditions, products, and yield Starting materials: BrC=1C=NC2=CC=CC=C2C1 (3-(bromo) quinoline), [1,1′-bis(triphenylphosphino)ferrocene)dichloropalladium methylene chloride, C[O-].[Na+] (sodium methoxide), C(C=C)C1CCN(CC1)C(=O)OC(C)(C)C (4-(Prop-2-en-1-yl)-1-t-butoxycarbonylpiperidine), B1C2CCCC1CCC2 (9-BBN). Run in C1CCOC1 (THF), C1CCOC1 (THF). Reaction conditions: time 2 hour. The product is C(C)(=O)[O-] (acetate), C(C)(C)(C)OC(=O)N1CCC(CC1)CCCC=1C=NC2=CC=CC=C2C1 (1-(t-Butoxycarbonyl)-4-(3-(quinolin-3-yl)propyl)piperidine). Isolated yield 117.7%. As a reaction SMILES: [CH2:1]([CH:4]1[CH2:9][CH2:8][N:7]([C:10]([O:12][C:13]([CH3:16])([CH3:15])[CH3:14])=[O:11])[CH2:6][CH2:5]1)[CH:2]=[CH2:3].B1C2CCCC1CCC2.C[O-:27].[Na+].Br[C:30]1[CH:31]=[N:32][C:33]2[C:38]([CH:39]=1)=[CH:37][CH:36]=[CH:35][CH:34]=2>C1COCC1>[C:13]([O-:12])(=[O:27])[CH3:16].[C:13]([O:12][C:10]([N:7]1[CH2:8][CH2:9][CH:4]([CH2:1][CH2:2][CH2:3][C:30]2[CH:31]=[N:32][C:33]3[C:38]([CH:39]=2)=[CH:37][CH:36]=[CH:35][CH:34]=3)[CH2:5][CH2:6]1)=[O:11])([CH3:16])([CH3:15])[CH3:14] |f:2.3|. Procedure: A solution of 1-(t-butoxycarbonyl)-4-(prop-2-en-1-yl)piperidine (from Procedure 5, Step B) (260 mg, 1.15 mmol) in THF (3 mL) under argon was treated with 0.5M 9-BBN solution in THF (2.30 mL, 1.15 mmol). The resulting mixture was stirred at rt for 2 h, then treated with sodium methoxide (68 mg, 1.25 mmol). The resulting mixture was stirred until it was homogeneous (˜15 min) and then was treated with 3-(bromo) quinoline (0.155 mL, 1.15 mmol) and [1,1′-bis(triphenylphosphino)ferrocene)dichloropalla... Starting materials: CCN(CC)CCNC(=O)C=CC(Cc1ccccc1)NC(=O)Nc1ccc(-c2ccccc2)cc1, CNCCN. Yields the product O=C(C=CC(Cc1ccccc1)NC(=O)Nc1ccc(-c2ccccc2)cc1)NCCN1CCCC1. As a reaction SMILES: [CH2:1]([CH3:2])[N:3]([CH2:4][CH2:5][NH:6][C:7]([CH:8]=[CH:9][CH:10]([CH2:11][c:12]1[cH:13][cH:14][cH:15][cH:16][cH:17]1)[NH:18][C:19](=[O:20])[NH:21][c:22]1[cH:23][cH:24][c:25](-[c:28]2[cH:29][cH:30][cH:31][cH:32][cH:33]2)[cH:26][cH:27]1)=[O:34])[CH2:35][CH3:36].[CH3:37][NH:38][CH2:39][CH2:40][NH2:41]>>[CH2:1]1[CH2:2][CH2:36][CH2:35][N:3]1[CH2:4][CH2:5][NH:6][C:7]([CH:8]=[CH:9][CH:10]([CH2:11][c:12]1[cH:13][cH:14][cH:15][cH:16][cH:17]1)[NH:18][C:19](=[O:20])[NH:21][c:22]1[cH:23][cH:24][c:25](-[c:28]2[cH:29][cH:30][cH:31][cH:32][cH:33]2)[cH:26][cH:27]1)=[O:34]. The reactants are Nc1ccc2ncnc(Nc3cccc(Br)c3)c2c1, CN1CCOCC1, CC(C)COC(=O)Cl, C1CCOC1, O=C(O)C#Cc1ccccc1, c1ccncc1. Yields the product O=C(C#Cc1ccccc1)Nc1ccc2ncnc(Nc3cccc(Br)c3)c2c1. As a reaction SMILES: [Br:27][c:28]1[cH:29][c:30]([NH:34][c:35]2[n:36][cH:37][n:38][c:39]3[cH:40][cH:41][c:42]([NH2:45])[cH:43][c:44]23)[cH:31][cH:32][cH:33]1.[CH3:20][N:21]1[CH2:22][CH2:23][O:24][CH2:25][CH2:26]1.[Cl:12][C:13]([O:14][CH2:15][CH:16]([CH3:17])[CH3:18])=[O:19].[O:46]1[CH2:47][CH2:48][CH2:49][CH2:50]1.[c:1]1([C:7]#[C:8][C:9](=[O:10])[OH:11])[cH:2][cH:3][cH:4][cH:5][cH:6]1.[cH:51]1[cH:52][cH:53][n:54][cH:55][cH:56]1>>[c:1]1([C:7]#[C:8][C:9](=[O:11])[NH:45][c:42]2[cH:41][cH:40][c:39]3[n:38][cH:37][n:36][c:35]([NH:34][c:30]4[cH:29][c:28]([Br:27])[cH:33][cH:32][cH:31]4)[c:44]3[cH:43]2)[cH:2][cH:3][cH:4][cH:5][cH:6]1.